describe an organic reaction: reactants, conditions, products, and yield From a dataset of the Open Reaction Database (ORD), a public repository of structured organic reaction records. The reactants are S(O)(O)(=O)=O (sulphuric acid), ClC1=CC=C(C=C1)C1=CN=C(O1)COCC (5-(4-chlorophenyl)-2-ethoxymethyl-oxazole), ice water. Solvent: O (water). Conditions: temperature 140 celsius. Yields the product ClC1=CC=C(C=C1)C1=CN=C(O1)CO (5-(4-chlorophenyl)-2-oxazolemethanol). Yield: 64.7%. RXN SMILES: S(=O)(=O)(O)O.[Cl:6][C:7]1[CH:12]=[CH:11][C:10]([C:13]2[O:17][C:16]([CH2:18][O:19]CC)=[N:15][CH:14]=2)=[CH:9][CH:8]=1>O>[Cl:6][C:7]1[CH:8]=[CH:9][C:10]([C:13]2[O:17][C:16]([CH2:18][OH:19])=[N:15][CH:14]=2)=[CH:11][CH:12]=1. Procedure: 7.5 ml of concentrated sulphuric acid were added carefully to a suspension, cooled in ice, of 1.4 g (5.9 mmol) of 5-(4-chlorophenyl)-2-ethoxymethyl-oxazole in 4.5 ml of water. The resulting solution was stirred and heated at 140° C. under reflux for 4 hours, then cooled and poured on to 140 ml of ice/water. The mixture was extracted three times with 30 ml of dichloromethane each time. The combined dichloromethane extracts were washed with 50 ml of saturated sodium hydrogen carbonate solution, dr... The reactants are CC(=O)Oc1ccc2c3c1OC1C(N4C(=O)C=CC4=O)CCC4(O)C(C2)N(CC2CC2)CCC314, O=C([O-])O, C1CCC2=NCCCN2CC1, C1CCOC1, O=[N+]([O-])Cc1ccccc1, [Na+]. Yields the product CC(=O)Oc1ccc2c3c1OC1C(N4C(=O)CC(=Cc5ccccc5)C4=O)CCC4(O)C(C2)N(CC2CC2)CCC314. As a reaction SMILES: [C:1]([CH3:2])(=[O:3])[O:4][c:5]1[cH:6][cH:7][c:8]2[c:17]3[c:18]1[O:19][CH:15]1[CH:14]([N:27]4[C:28](=[O:33])[CH:29]=[CH:30][C:31]4=[O:32])[CH2:13][CH2:12][C:11]4([OH:34])[CH:10]([CH2:9]2)[N:22]([CH2:23][CH:24]2[CH2:25][CH2:26]2)[CH2:21][CH2:20][C:16]413.[C:56](=[O:57])([O-:58])[OH:59].[CH2:45]1[CH2:46][CH2:47][C:48]2=[N:53][CH2:52][CH2:51][CH2:50][N:49]2[CH2:54][CH2:55]1.[CH2:61]1[O:62][CH2:63][CH2:64][CH2:65]1.[N+:35]([O-:36])(=[O:37])[CH2:38][c:39]1[cH:40][cH:41][cH:42][cH:43][cH:44]1.[Na+:60]>>[C:1]([CH3:2])(=[O:3])[O:4][c:5]1[cH:6][cH:7][c:8]2[c:17]3[c:18]1[O:19][CH:15]1[CH:14]([N:27]4[C:28](=[O:33])[C:29](=[CH:38][c:39]5[cH:40][cH:41][cH:42][cH:43][cH:44]5)[CH2:30][C:31]4=[O:32])[CH2:13][CH2:12][C:11]4([OH:34])[CH:10]([CH2:9]2)[N:22]([CH2:23][CH:24]2[CH2:25][CH2:26]2)[CH2:21][CH2:20][C:16]413. Starting materials: [OH-].[K+] (KOH), ice water, C(CCCC=C)O (5-hexene-1-ol), C1(=CC=C(C=C1)S(=O)(=O)Cl)C (p-toluenesulfonyl chloride). Run in C(C)OCC (diethylether). Run at temperature -10 celsius, time 30 minute. The product is product, C(=CCCCC)C1=CC=CC1 (Hexenylcyclopentadiene). The yield is 65.0%. Reaction SMILES: [CH2:1](O)[CH2:2][CH2:3][CH2:4][CH:5]=[CH2:6].[C:8]1([CH3:18])[CH:13]=[CH:12][C:11](S(Cl)(=O)=O)=CC=1.[OH-].[K+]>C(OCC)C>[CH:6]([C:11]1[CH2:12][CH:13]=[CH:8][CH:18]=1)=[CH:5][CH2:4][CH2:3][CH2:2][CH3:1] |f:2.3|. Procedure: To a flask containing 10.36 g of 5-hexene-1-ol, 24.11 g of p-toluenesulfonyl chloride and 200 mL of diethylether were added and well mixed. The solution was cooled down to −10° C., and 353.5 g of well ground KOH was slowly added for 10 min to the solution. The solution was stirred for 30 minutes at −15˜5° C. The solution was then poured to 200 mL of ice-water. Ether solution was separated with a funnel. Then the ether solution was dried with anhydrous MgSO4, filtered, and then ether was removed ... The reactants are CCCCc1ccc(C(=O)Cl)cc1, ClCCl, O=c1[nH]c2ccccc2n1C1CCNCC1, c1ccncc1. The product is CCCCc1ccc(C(=O)N2CCC(n3c(=O)[nH]c4ccccc43)CC2)cc1. As a reaction SMILES: [CH2:23]([CH2:24][CH2:25][CH3:26])[c:27]1[cH:28][cH:29][c:30]([C:31](=[O:32])[Cl:33])[cH:34][cH:35]1.[CH2:36]([Cl:37])[Cl:38].[O:1]=[c:2]1[nH:3][c:4]2[c:5]([n:6]1[CH:7]1[CH2:8][CH2:9][NH:10][CH2:11][CH2:12]1)[cH:13][cH:14][cH:15][cH:16]2.[cH:17]1[cH:18][cH:19][n:20][cH:21][cH:22]1>>[O:1]=[c:2]1[nH:3][c:4]2[c:5]([n:6]1[CH:7]1[CH2:8][CH2:9][N:10]([C:31]([c:30]3[cH:29][cH:28][c:27]([CH2:23][CH2:24][CH2:25][CH3:26])[cH:35][cH:34]3)=[O:32])[CH2:11][CH2:12]1)[cH:13][cH:14][cH:15][cH:16]2.